Dataset: the Open Reaction Database (ORD), a public repository of structured organic reaction records. Task: describe an organic reaction: reactants, conditions, products, and yield Starting materials: C1(CCCCC1)N=C=NC1CCCCC1 (dicyclohexylcarbodiimide), N([C@@H](CCC(NC(C1=CC=CC=C1)(C1=CC=CC=C1)C1=CC=CC=C1)=O)C(=O)O)C(=O)OCC1C2=CC=CC=C2C2=CC=CC=C12 (Fmoc-Gln(Trt)-OH), C(C)(C)OC(C)C (diisopropyl ether), FC1=C(C(=C(C(=C1O)F)F)F)F (pentafluoro-phenol). The solvent is C(C)(=O)OCC (ethyl acetate). Product: N([C@@H](CCC(NC(C1=CC=CC=C1)(C1=CC=CC=C1)C1=CC=CC=C1)=O)C(=O)OC1=C(F)C(F)=C(F)C(F)=C1F)C(=O)OCC1C2=CC=CC=C2C2=CC=CC=C12 (Fmoc-Gln(Trt)-OPfp). As a reaction SMILES: [NH:1]([C:30]([O:32][CH2:33][CH:34]1[C:46]2[C:41](=[CH:42][CH:43]=[CH:44][CH:45]=2)[C:40]2[C:35]1=[CH:36][CH:37]=[CH:38][CH:39]=2)=[O:31])[C@H:2]([C:27]([OH:29])=[O:28])[CH2:3][CH2:4][C:5](=[O:26])[NH:6][C:7]([C:20]1[CH:25]=[CH:24][CH:23]=[CH:22][CH:21]=1)([C:14]1[CH:19]=[CH:18][CH:17]=[CH:16][CH:15]=1)[C:8]1[CH:13]=[CH:12][CH:11]=[CH:10][CH:9]=1.C(OC(C)C)(C)C.[F:54][C:55]1[C:60](O)=[C:59]([F:62])[C:58]([F:63])=[C:57]([F:64])[C:56]=1[F:65].C1(N=C=NC2CCCCC2)CCCCC1>C(OCC)(=O)C>[NH:1]([C:30]([O:32][CH2:33][CH:34]1[C:46]2[C:41](=[CH:42][CH:43]=[CH:44][CH:45]=2)[C:40]2[C:35]1=[CH:36][CH:37]=[CH:38][CH:39]=2)=[O:31])[C@H:2]([C:27]([O:29][C:60]1[C:55]([F:54])=[C:56]([F:65])[C:57]([F:64])=[C:58]([F:63])[C:59]=1[F:62])=[O:28])[CH2:3][CH2:4][C:5](=[O:26])[NH:6][C:7]([C:14]1[CH:19]=[CH:18][CH:17]=[CH:16][CH:15]=1)([C:8]1[CH:9]=[CH:10][CH:11]=[CH:12][CH:13]=1)[C:20]1[CH:25]=[CH:24][CH:23]=[CH:22][CH:21]=1. Procedure: 1.5 g (2.27 mmol) of Fmoc-Gln(Trt)-OH×0.5 diisopropyl ether and 0.46 g (2.5 mmol) of pentafluoro-phenol are dissolved in 35 ml of ethyl acetate, cooled to 0° and, while stirring, 0.52 g (2.5 mmol) of dicyclohexylcarbodiimide is added. The mixture is stirred at 0° for 1 hour and at room temperature for 3 hours, and insoluble material is filtered off and washed with tetrahydrofuran. The filtrate is evaporated to dryness, and the residue is dissolved in 30 ml of tetrahydrofuran. Slow addition of pe... Starting materials: CC1(OCCO1)CCCCN1N=C(C=C1)N (1-[4-(2-methyl-[1,3]dioxolan-2-yl)-butyl]-1H-pyrazol-3-ylamine), ClC1=C(C=CC(=C1)Cl)/C=C/C(=O)O ((E)-3-(2,4-dichloro-phenyl)-acrylic acid). The product is ClC1=C(C=CC(=C1)Cl)/C=C/C(=O)NC1=NN(C=C1)CCCCC(C)=O ((E)-3-(2,4-Dichloro-phenyl)-N-[1-(5-oxo-hexyl)-1H-pyrazol-3-yl]-acrylamide). RXN SMILES: [CH3:1][C:2]1([CH2:7][CH2:8][CH2:9][CH2:10][N:11]2[CH:15]=[CH:14][C:13]([NH2:16])=[N:12]2)[O:6]CCO1.[Cl:17][C:18]1[CH:23]=[C:22]([Cl:24])[CH:21]=[CH:20][C:19]=1/[CH:25]=[CH:26]/[C:27](O)=[O:28]>>[Cl:17][C:18]1[CH:23]=[C:22]([Cl:24])[CH:21]=[CH:20][C:19]=1/[CH:25]=[CH:26]/[C:27]([NH:16][C:13]1[CH:14]=[CH:15][N:11]([CH2:10][CH2:9][CH2:8][CH2:7][C:2](=[O:6])[CH3:1])[N:12]=1)=[O:28]. Reported procedure: Following general procedure B followed by either C or D, starting from 1-[4-(2-methyl-[1,3]dioxolan-2-yl)-butyl]-1H-pyrazol-3-ylamine and (E)-3-(2,4-dichloro-phenyl)-acrylic acid.